Dataset: the Open Reaction Database (ORD), a public repository of structured organic reaction records. Task: describe an organic reaction: reactants, conditions, products, and yield Starting materials: C1(CCCC1)=O (cyclopentanone), C1CCC(CC1)(CC(=O)O)CN (Gabapentin), C(C)(=O)[O-].[NH4+] (ammonium acetate), N1CCCCC1 (piperidine), NCCC(=O)O (β-alanine), alkyl cyanoacetate, C(#N)CC(=O)OCC (ethyl cyanoacetate), xylenes. Solvent: C1(=CC=CC=C1)C (toluene), O (water), CCCCCCC (n-heptane), C1=CC=CC=C1 (benzene), C(C)(=O)O (acetic acid). Yields the product alkene, COC(C(CC(=O)OC(C)(C)C)CC(C)C)=O (2-Isobutyl-succinic acid-4-t-butyl Ester-1-methyl Ester). As a reaction SMILES: C(C[C:4](OCC)=[O:5])#N.[C:9]1(=[O:14])[CH2:13][CH2:12][CH2:11][CH2:10]1.C1C[CH2:19][C:18](CN)([CH2:21]C(O)=O)[CH2:17]C1.NC[CH2:29][C:30]([OH:32])=[O:31].[C:33]([O-])(=O)C.[NH4+].N1CCCCC1>O.C(O)(=O)C.CCCCCCC.C1C=CC=CC=1.C1(C)C=CC=CC=1>[CH3:4][O:5][C:9](=[O:14])[CH:13]([CH2:12][CH:11]([CH3:10])[CH3:33])[CH2:29][C:30]([O:32][C:18]([CH3:21])([CH3:19])[CH3:17])=[O:31] |f:4.5|. Procedure: An alkyl cyanoacetate, for example ethyl cyanoacetate, is added to a mixture of cyclopentanone of formula (1) in a solvent selected from toluene, benzene, xylenes, or n-heptane to which acetic acid and β-alanine or ammonium acetate, or piperidine are added. The mixture is stirred at a temperature from 0° C. to 150° C. with removal of water by, for example, use of a Dean-Stark trap or activated molecular sieves, to produce the alkene of formula (2);